This data is from the Open Reaction Database (ORD), a public repository of structured organic reaction records. The task is: describe an organic reaction: reactants, conditions, products, and yield The reactants are COc1cccc(-c2cc3cc(C#N)ccc3o2)c1, Cl, Cl, O, c1ccncc1. The product is N#Cc1ccc2oc(-c3cccc(O)c3)cc2c1. RXN SMILES: [CH3:8][O:9][c:10]1[cH:11][c:12](-[c:16]2[o:17][c:18]3[c:19]([cH:20]2)[cH:21][c:22]([C:25]#[N:26])[cH:23][cH:24]3)[cH:13][cH:14][cH:15]1.[ClH:1].[ClH:28].[OH2:27].[n:2]1[cH:3][cH:4][cH:5][cH:6][cH:7]1>>[OH:9][c:10]1[cH:11][c:12](-[c:16]2[o:17][c:18]3[c:19]([cH:20]2)[cH:21][c:22]([C:25]#[N:26])[cH:23][cH:24]3)[cH:13][cH:14][cH:15]1. Starting materials: FC1=CC(=C(C=C1)[N+](=O)[O-])OC (4-fluoro-2-methoxy-1-nitrobenzene), ice, O1CCOCC1 (dioxane), N1C[C@@H](CC1)O ((R)-(+)-3-pyrrolidinol). Run in O (water). The product is COC=1C=C(C=CC1[N+](=O)[O-])N1CC(CC1)O (1-(3-methoxy-4-nitrophenyl)pyrrolidin-3-ol). RXN SMILES: F[C:2]1[CH:7]=[CH:6][C:5]([N+:8]([O-:10])=[O:9])=[C:4]([O:11][CH3:12])[CH:3]=1.O1CCOCC1.[NH:19]1[CH2:23][CH2:22][C@@H:21]([OH:24])[CH2:20]1>O>[CH3:12][O:11][C:4]1[CH:3]=[C:2]([N:19]2[CH2:23][CH2:22][CH:21]([OH:24])[CH2:20]2)[CH:7]=[CH:6][C:5]=1[N+:8]([O-:10])=[O:9]. Procedure details: 8 g (46 mmol) of 4-fluoro-2-methoxy-1-nitrobenzene 1,80 ml of dioxane and 8.14 g (0.095 mol) of (R)-(+)-3-pyrrolidinol are respectively placed in the reactor. The mixture is refluxed for one hour. The reaction medium is poured into a mixture of water (100 ml)-ice (200 g). A yellow product precipitates. This product is filtered off, washed with water (3×30 ml) and then dried under vacuum at 45° C. 8.38 g (75%) of 1-(3-methoxy-4-nitrophenyl)pyrrolidin-3-ol (2) are thus recovered. Reactants: CC(=O)O[BH-](OC(C)=O)OC(C)=O, CC(=O)O, CC(Cl)Cl, COC(=O)c1sc(-c2cccc(N)c2)c(Br)c1OCC(=O)OC(C)(C)C, [Na+], O=C1CCCCC1. The product is COC(=O)c1sc(-c2cccc(NC3CCCCC3)c2)c(Br)c1OCC(=O)OC(C)(C)C. RXN SMILES: [C:34]([O:35][BH-:36]([O:37][C:38](=[O:39])[CH3:40])[O:41][C:42](=[O:43])[CH3:44])(=[O:45])[CH3:46].[CH3:48][C:49](=[O:50])[OH:51].[Cl:52][CH:53]([Cl:54])[CH3:55].[NH2:1][c:2]1[cH:3][c:4](-[c:8]2[c:9]([Br:26])[c:10]([O:17][CH2:18][C:19](=[O:20])[O:21][C:22]([CH3:23])([CH3:24])[CH3:25])[c:11]([C:13](=[O:14])[O:15][CH3:16])[s:12]2)[cH:5][cH:6][cH:7]1.[Na+:47].[O:27]=[C:28]1[CH2:29][CH2:30][CH2:31][CH2:32][CH2:33]1>>[NH:1]([c:2]1[cH:3][c:4](-[c:8]2[c:9]([Br:26])[c:10]([O:17][CH2:18][C:19](=[O:20])[O:21][C:22]([CH3:23])([CH3:24])[CH3:25])[c:11]([C:13](=[O:14])[O:15][CH3:16])[s:12]2)[cH:5][cH:6][cH:7]1)[CH:28]1[CH2:29][CH2:30][CH2:31][CH2:32][CH2:33]1. Reactants: CCO, O=CN1CCN(S(=O)(=O)c2ccc3ccccc3c2)CC1, Cl. Product: Cl, O=S(=O)(c1ccc2ccccc2c1)N1CCNCC1. Reaction SMILES: [CH3:23][CH2:24][OH:25].[CH:1](=[O:2])[N:3]1[CH2:4][CH2:5][N:6]([S:9](=[O:10])(=[O:11])[c:12]2[cH:13][c:14]3[cH:15][cH:16][cH:17][cH:18][c:19]3[cH:20][cH:21]2)[CH2:7][CH2:8]1.[ClH:22]>>[ClH:22].[NH:3]1[CH2:4][CH2:5][N:6]([S:9](=[O:10])(=[O:11])[c:12]2[cH:13][c:14]3[cH:15][cH:16][cH:17][cH:18][c:19]3[cH:20][cH:21]2)[CH2:7][CH2:8]1. Starting materials: N#Cc1cccc(O)c1, O=C([O-])[O-], CCOC(=O)c1scnc1Cl, CN(C)C=O, [Cs+], [Cs+], O. Product: CCOC(=O)c1scnc1Oc1cccc(C#N)c1. As a reaction SMILES: [C:12](#[N:13])[c:14]1[cH:15][c:16]([OH:20])[cH:17][cH:18][cH:19]1.[C:21](=[O:22])([O-:23])[O-:24].[CH2:1]([CH3:2])[O:3][C:4](=[O:5])[c:6]1[c:7]([Cl:11])[n:8][cH:9][s:10]1.[CH3:27][N:28]([CH3:29])[CH:30]=[O:31].[Cs+:25].[Cs+:26].[OH2:32]>>[CH2:1]([CH3:2])[O:3][C:4](=[O:5])[c:6]1[c:7]([O:20][c:16]2[cH:15][c:14]([C:12]#[N:13])[cH:19][cH:18][cH:17]2)[n:8][cH:9][s:10]1. Conditions: temperature 94 celsius, time 3 day. Procedure: 9b (30 mg) was suspended in THF (2 ml) in a pressure tube, 4-fluorophenyl isocyanate (300 mg) was added and the mixture was stirred at 94° C. for 3 days. After cooling to room temperature, the mixture was evaporated to almost dry and the solid was filtered, washed with ether and purified by column (14 g silica gel, RT Scientific) (CH2Cl2:MeOH=100:0 to 98:2) to give the product (11b) (18 mg). HPLC condition: MeOH 40%-95% gradient in 10 minutes then MeOH 95%. Retention Time=11.60 min. 1H NMR (DMSO... Starting materials: O1C(CCC1)CNC1=CC=C(C=N1)C1=CC=2N(C(N(C(C2N1)=O)CCC)=O)CCC (6-(6-((Tetrahydrofuran-2-yl)methylamino)pyridin-3-yl)-1,3-dipropyl-1H-pyrrolo[3,2-d]pyrimidine-2,4(3H,5H)-dione), FC1=CC=C(C=C1)N=C=O (4-fluorophenyl isocyanate). Product: FC1=CC=C(C=C1)NC(N(CC1OCCC1)C1=NC=C(C=C1)C1=CC=2N(C(N(C(C2N1)=O)CCC)=O)CCC)=O (3-(4-fluorophenyl)-1-(5-(2,3,4,5-tetrahydro-2,4-dioxo-1,3-dipropyl-1H-pyrrolo[3,2-d]pyrimidin-6-yl)pyridin-2-yl)-1-((tetrahydrofuran-2-yl)methyl)urea). As a reaction SMILES: [O:1]1[CH2:5][CH2:4][CH2:3][CH:2]1[CH2:6][NH:7][C:8]1[N:13]=[CH:12][C:11]([C:14]2[NH:22][C:21]3[C:20](=[O:23])[N:19]([CH2:24][CH2:25][CH3:26])[C:18](=[O:27])[N:17]([CH2:28][CH2:29][CH3:30])[C:16]=3[CH:15]=2)=[CH:10][CH:9]=1.[F:31][C:32]1[CH:37]=[CH:36][C:35]([N:38]=[C:39]=[O:40])=[CH:34][CH:33]=1>C1COCC1>[F:31][C:32]1[CH:37]=[CH:36][C:35]([NH:38][C:39](=[O:40])[N:7]([C:8]2[CH:9]=[CH:10][C:11]([C:14]3[NH:22][C:21]4[C:20](=[O:23])[N:19]([CH2:24][CH2:25][CH3:26])[C:18](=[O:27])[N:17]([CH2:28][CH2:29][CH3:30])[C:16]=4[CH:15]=3)=[CH:12][N:13]=2)[CH2:6][CH:2]2[CH2:3][CH2:4][CH2:5][O:1]2)=[CH:34][CH:33]=1. Solvent: C1CCOC1 (THF). Isolated yield 45.0%. Starting materials: CC(C)(C)OC(=O)NCC(=O)O, C1CCOC1, CC#N, CCN(C(C)C)C(C)C, CC(C)(C)c1cc(NC(=O)Nc2ccc(Oc3ccncc3)cc2)n(-c2ccc(CN)cc2)n1, On1nnc2ccccc21. The product is CC(C)(C)OC(=O)NCC(=O)NCc1ccc(-n2nc(C(C)(C)C)cc2NC(=O)Nc2ccc(Oc3ccncc3)cc2)cc1. Reaction SMILES: [C:1](=[O:2])([O:3][C:4]([CH3:5])([CH3:6])[CH3:7])[NH:8][CH2:9][C:10](=[O:11])[OH:12].[CH2:66]1[O:67][CH2:68][CH2:69][CH2:70]1.[CH3:71][C:72]#[N:73].[CH:23]([N:24]([CH2:25][CH3:26])[CH:27]([CH3:28])[CH3:29])([CH3:30])[CH3:31].[NH2:32][CH2:33][c:34]1[cH:35][cH:36][c:37](-[n:40]2[n:41][c:42]([C:62]([CH3:63])([CH3:64])[CH3:65])[cH:43][c:44]2[NH:45][C:46](=[O:47])[NH:48][c:49]2[cH:50][cH:51][c:52]([O:55][c:56]3[cH:57][cH:58][n:59][cH:60][cH:61]3)[cH:53][cH:54]2)[cH:38][cH:39]1.[OH:13][n:14]1[c:15]2[c:16]([cH:17][cH:18][cH:19][cH:20]2)[n:21][n:22]1>>[C:1](=[O:2])([O:3][C:4]([CH3:5])([CH3:6])[CH3:7])[NH:8][CH2:9][C:10](=[O:12])[NH:32][CH2:33][c:34]1[cH:35][cH:36][c:37](-[n:40]2[n:41][c:42]([C:62]([CH3:63])([CH3:64])[CH3:65])[cH:43][c:44]2[NH:45][C:46](=[O:47])[NH:48][c:49]2[cH:50][cH:51][c:52]([O:55][c:56]3[cH:57][cH:58][n:59][cH:60][cH:61]3)[cH:53][cH:54]2)[cH:38][cH:39]1. The reactants are ClC=1C=C(C=CC1Cl)S(=O)(=O)N1C=2C=CC=CC2C2=C(C=CC=C2C1CC(=O)O)OC ([5-(3,4-dichloro-benzenesulfonyl)-10-methoxy-5,6-dihydro-phenanthridin-6-yl]-acetic acid), Cl.Cl.N1C(=NCC1)C1=CC=C(C=C1)CCN (2-[4-(4,5-dihydro-1H-imidazol-2-yl)-phenyl]-ethylamine dihydrochloride). Product: Cl.ClC=1C=C(C=CC1Cl)S(=O)(=O)N1C=2C=CC=CC2C2=C(C=CC=C2C1CC(=O)NCCC1=CC=C(C=C1)C=1NCCN1)OC (2-[5-(3,4-Dichloro-benzenesulfonyl)-10-methoxy-5,6-dihydro-phenanthridin-6-yl]-N-{2-[4-(4,5-dihydro-1H-imidazol-2-yl)-phenyl]-ethyl}-acetamide hydrochloride). Reaction SMILES: [Cl:1][C:2]1[CH:3]=[C:4]([S:9]([N:12]2[CH:25]([CH2:26][C:27]([OH:29])=O)[C:24]3[C:19](=[C:20]([O:30][CH3:31])[CH:21]=[CH:22][CH:23]=3)[C:18]3[CH:17]=[CH:16][CH:15]=[CH:14][C:13]2=3)(=[O:11])=[O:10])[CH:5]=[CH:6][C:7]=1[Cl:8].Cl.Cl.[NH:34]1[CH2:38][CH2:37][N:36]=[C:35]1[C:39]1[CH:44]=[CH:43][C:42]([CH2:45][CH2:46][NH2:47])=[CH:41][CH:40]=1>>[ClH:1].[Cl:1][C:2]1[CH:3]=[C:4]([S:9]([N:12]2[CH:25]([CH2:26][C:27]([NH:47][CH2:46][CH2:45][C:42]3[CH:43]=[CH:44][C:39]([C:35]4[NH:36][CH2:37][CH2:38][N:34]=4)=[CH:40][CH:41]=3)=[O:29])[C:24]3[C:19](=[C:20]([O:30][CH3:31])[CH:21]=[CH:22][CH:23]=3)[C:18]3[CH:17]=[CH:16][CH:15]=[CH:14][C:13]2=3)(=[O:10])=[O:11])[CH:5]=[CH:6][C:7]=1[Cl:8] |f:1.2.3,4.5|. Reported procedure: The title compound was prepared from [5-(3,4-dichloro-benzenesulfonyl)-10-methoxy-5,6-dihydro-phenanthridin-6-yl]-acetic acid and 2-[4-(4,5-dihydro-1H-imidazol-2-yl)-phenyl]-ethylamine dihydrochloride (Reference Example 2) according to the method described in Example 1e. Reactants: [N+](=O)([O-])C1=CC=C(CO)C=C1 (4-nitrobenzyl alcohol), C(Br)(Br)(Br)Br (carbon tetrabromide), C1(=CC=CC=C1)P(C1=CC=CC=C1)C1=CC=CC=C1 (Triphenylphosphine). The solvent is ClCCl (dichloromethane). Reaction conditions: time 2 hour. Yields the product BrCC1=CC=C(C=C1)[N+](=O)[O-] (1-bromomethyl-4-nitrobenzene). RXN SMILES: [N+:1]([C:4]1[CH:11]=[CH:10][C:7]([CH2:8]O)=[CH:6][CH:5]=1)([O-:3])=[O:2].C(Br)(Br)(Br)[Br:13].C1(P(C2C=CC=CC=2)C2C=CC=CC=2)C=CC=CC=1>ClCCl>[Br:13][CH2:8][C:7]1[CH:10]=[CH:11][C:4]([N+:1]([O-:3])=[O:2])=[CH:5][CH:6]=1. Reported procedure: 4-nitrobenzyl alcohol (6 g, 39 mmoles) is put into solution in dichloromethane (100 ml) and carbon tetrabromide (14.9 g, 45 mmoles) is added. Triphenylphosphine (11.8 g, 45 mmoles) is added in portions to the medium at 0° C. Then the mixture is agitated for 2 hours at ambient temperature. The solvent is evaporated off and the product obtained is purified on silica gel in an ethyl acetate/heptane mixture (1/2). It is obtained in the form of white needle-shaped crystals (7.2 g; 85%). Melting point... Reactants: SC1=CC=C(C(=O)OC)C=C1 (methyl 4-mercaptobenzoate), C12(CC3CC(CC(C1)C3)C2)C=2C=C(CBr)C=CC2OC (3-(1-adamantyl)-4-methoxybenzyl bromide), [H-].[Na+] (sodium hydride), Cl (hydrochloric acid). Solvent: O (water), CN(C)C=O (DMF), CN(C)C=O (DMF), CN(C)C=O (DMF). The product is C12(CC3CC(CC(C1)C3)C2)C=2C=C(C=CC2OC)CSC2=CC=C(C(=O)OC)C=C2 (methyl 4-[3-(1-adamantyl)-4-methoxyphenylmethylthio]benzoate). As a reaction SMILES: [H-].[Na+].[SH:3][C:4]1[CH:13]=[CH:12][C:7]([C:8]([O:10][CH3:11])=[O:9])=[CH:6][CH:5]=1.[C:14]12([C:24]3[CH:25]=[C:26]([CH:29]=[CH:30][C:31]=3[O:32][CH3:33])[CH2:27]Br)[CH2:23][CH:18]3[CH2:19][CH:20]([CH2:22][CH:16]([CH2:17]3)[CH2:15]1)[CH2:21]2.Cl>CN(C=O)C.O>[C:14]12([C:24]3[CH:25]=[C:26]([CH2:27][S:3][C:4]4[CH:5]=[CH:6][C:7]([C:8]([O:10][CH3:11])=[O:9])=[CH:12][CH:13]=4)[CH:29]=[CH:30][C:31]=3[O:32][CH3:33])[CH2:15][CH:16]3[CH2:17][CH:18]([CH2:19][CH:20]([CH2:22]3)[CH2:21]1)[CH2:23]2 |f:0.1|. Reported procedure: 1.44 g (48 mmol) of sodium hydride (80% in oil) and 25 ml of DMF were introduced into a three-necked flask under a stream of nitrogen. A solution of 6.73 g (40 mmol) of methyl 4-mercaptobenzoate in 60 ml of DMF was added dropwise and the mixture was stirred until the evolution of gas had ceased. A solution of 16.1 g (48 mmol) of 3-(1-adamantyl)-4-methoxybenzyl bromide in 90 ml of DMF was then added and the mixture was stirred at room temperature for eight hours. The reaction medium was poured in...